From a dataset of the Open Reaction Database (ORD), a public repository of structured organic reaction records. describe an organic reaction: reactants, conditions, products, and yield Starting materials: [NH4+].[Cl-] (NH4Cl), C(=O)C=1C(=NC(=NC1)SC)NC=1C=C(C=CC1)NC(OC(C)(C)C)=O (tert-butyl (3-((5-formyl-2-(methylthio)pyrimidin-4-yl)amino)phenyl)carbamate), C1CCOC1 (THF), C[Mg]Br (Methylmagnesium bromide). Run in CCOCC (Et2O). Run at temperature 0.5 celsius, time 90 minute. Product: OC(C)C=1C(=NC(=NC1)SC)NC=1C=C(C=CC1)NC(OC(C)(C)C)=O (tert-butyl (3-((5-(1-hydroxyethyl)-2-(methylthio)pyrimidin-4-yl)amino)phenyl)carbamate). Isolated yield 89.0%. Reaction SMILES: [CH:1]([C:3]1[C:4]([NH:11][C:12]2[CH:13]=[C:14]([NH:18][C:19](=[O:25])[O:20][C:21]([CH3:24])([CH3:23])[CH3:22])[CH:15]=[CH:16][CH:17]=2)=[N:5][C:6]([S:9][CH3:10])=[N:7][CH:8]=1)=[O:2].[CH2:26]1COCC1.C[Mg]Br.[NH4+].[Cl-]>CCOCC>[OH:2][CH:1]([C:3]1[C:4]([NH:11][C:12]2[CH:13]=[C:14]([NH:18][C:19](=[O:25])[O:20][C:21]([CH3:22])([CH3:24])[CH3:23])[CH:15]=[CH:16][CH:17]=2)=[N:5][C:6]([S:9][CH3:10])=[N:7][CH:8]=1)[CH3:26] |f:3.4|. Procedure details: A 3-necked 2 L RBF equipped with an addition funnel, temperature probe and nitrogen inlet was charged with tert-butyl (3-((5-formyl-2-(methylthio)pyrimidin-4-yl)amino)phenyl)carbamate (50) (25.0 g, 69.4 mmol) and THF (400 mL). The mixture was cooled to 0.5° C. using an ice water bath. Methylmagnesium bromide (3.0 M in Et2O, 74.0 mL, 222 mmol) was added dropwise via an addition funnel over 35 min. The temperature was kept below 8° C. during the addition. The reaction mixture was stirred for 90 mi... The reactants are CC(C)CC(N)C(=O)O, [N-]=[N+]=NC(=O)OC(c1ccccc1)c1ccccc1, C1COCCO1, O. The product is CC(C)CC(NC(=O)OC(c1ccccc1)c1ccccc1)C(=O)O. As a reaction SMILES: [CH3:1][CH:2]([CH3:3])[CH2:4][CH:5]([NH2:6])[C:7]([OH:8])=[O:9].[CH:11]([c:12]1[cH:13][cH:14][cH:15][cH:16][cH:17]1)([c:18]1[cH:19][cH:20][cH:21][cH:22][cH:23]1)[O:24][C:25](=[O:26])[N:27]=[N+:28]=[N-:29].[O:30]1[CH2:31][CH2:32][O:33][CH2:34][CH2:35]1.[OH2:10]>>[CH3:1][CH:2]([CH3:3])[CH2:4][CH:5]([NH:6][C:25]([O:24][CH:11]([c:12]1[cH:13][cH:14][cH:15][cH:16][cH:17]1)[c:18]1[cH:19][cH:20][cH:21][cH:22][cH:23]1)=[O:26])[C:7]([OH:8])=[O:9]. Reactants: Cl.C1(CC1)CCN (2-cyclopropylethylamine hydrochloride), C(C1=CC=CC=C1)OC(=O)CN1C(C(=NC(=C1C)Cl)Cl)=O (1-benzyloxycarbonylmethyl-3,5-dichloro-6-methylpyrazinone), C(O)([O-])=O.[Na+] (sodium hydrogen carbonate). Solvent: C1(=CC=CC=C1)C (toluene), O (water). Run at temperature 80 celsius, time 3 hour. The product is C1(CC1)CCNC=1C(N(C(=C(N1)Cl)C)CC(=O)OCC1=CC=CC=C1)=O (3-(2-Cyclopropylethylamino)-5-chloro-6-methyl-1-(benzyloxycarbonylmethyl)-pyrazinone). Reaction SMILES: Cl.[CH:2]1([CH2:5][CH2:6][NH2:7])[CH2:4][CH2:3]1.[CH2:8]([O:15][C:16]([CH2:18][N:19]1[C:24]([CH3:25])=[C:23]([Cl:26])[N:22]=[C:21](Cl)[C:20]1=[O:28])=[O:17])[C:9]1[CH:14]=[CH:13][CH:12]=[CH:11][CH:10]=1.C(=O)([O-])O.[Na+]>C1(C)C=CC=CC=1.O>[CH:2]1([CH2:5][CH2:6][NH:7][C:21]2[C:20](=[O:28])[N:19]([CH2:18][C:16]([O:15][CH2:8][C:9]3[CH:14]=[CH:13][CH:12]=[CH:11][CH:10]=3)=[O:17])[C:24]([CH3:25])=[C:23]([Cl:26])[N:22]=2)[CH2:4][CH2:3]1 |f:0.1,3.4|. Procedure details: A mixture of 2-cyclopropylethylamine hydrochloride (73 mg, 0.60 mmol), 1-benzyloxycarbonylmethyl-3,5-dichloro-6-methylpyrazinone (164 mg, 0.50 mmol) and sodium hydrogen carbonate (101 mg, 1.20 mmol) in toluene (1 mL) and water (0.5 mL) was stirred at 80° C. for 3 h. The reaction was then cooled and partitioned between methylene chloride and 10% citric acid solution. The organic layer was dried (Na2SO4) and evaporated in vacuo to give the title compound as a crystalline solid: RXN SMILES: [C:1]([CH3:2])([CH3:3])([CH3:4])[O:5][C:6](=[O:7])[N:8]([CH:9]1[CH2:10][CH2:11]1)[CH2:12][c:13]1[cH:14][c:15]([CH2:20][C:21](=[O:22])[OH:23])[cH:16][cH:17][c:18]1[Cl:19].[CH3:24][NH2:25].[Cl:26][CH2:27][Cl:28]>>[C:1]([CH3:2])([CH3:3])([CH3:4])[O:5][C:6](=[O:7])[N:8]([CH:9]1[CH2:10][CH2:11]1)[CH2:12][c:13]1[cH:14][c:15]([CH2:20][C:21](=[O:23])[NH:25][CH3:24])[cH:16][cH:17][c:18]1[Cl:19]. Product: CNC(=O)Cc1ccc(Cl)c(CN(C(=O)OC(C)(C)C)C2CC2)c1. The reactants are CC(C)(C)OC(=O)N(Cc1cc(CC(=O)O)ccc1Cl)C1CC1, CN, ClCCl. The reactants are N, [Al-](OCCOC)OCCOC.[Na+], C1CN(C[C@@H](C1=O)O)S(=O)(=O)C. Reagents/catalysts: c1ccc(cc1)-c2c3ccccc3cc4ccccc24 (9-Phenylanthracene), CC(C)[O-].CC(C)[O-].CC(C)[O-].CC(C)[O-].[Ti+4] (Ti(OiPr)4). Reaction conditions: temperature 25 celsius, time 18 hour. Product: CS(=O)(=O)N1CC[C@@H](N)[C@@H](O)C1. As a reaction SMILES: [Na+].COCCO[AlH2-]OCCOC.[NH3:1].[CH3:2][S:3]([N:6]1[CH2:12][C@H:10]([OH:11])[C:9](=O)[CH2:8][CH2:7]1)(=[O:5])=[O:4]>>[CH3:2][S:3]([N:6]1[CH2:12][C@H:10]([OH:11])[C@H:9]([NH2:1])[CH2:8][CH2:7]1)(=[O:5])=[O:4]. Starting materials: COc1ccc(CN2CC(Br)=CCC(NC(=O)OCc3ccccc3)C2=O)c(OC)c1, CSCCC(N)C(=O)O, ClCCl, O=C(O)C(F)(F)F. Product: O=C(NC1CC=C(Br)CNC1=O)OCc1ccccc1. As a reaction SMILES: [Br:10][C:11]1=[CH:12][CH2:13][CH:14]([NH:30][C:31]([O:32][CH2:33][c:34]2[cH:35][cH:36][cH:37][cH:38][cH:39]2)=[O:40])[C:15](=[O:29])[N:16]([CH2:18][c:19]2[cH:20][cH:21][c:22]([O:23][CH3:24])[cH:25][c:26]2[O:27][CH3:28])[CH2:17]1.[CH3:1][S:2][CH2:3][CH2:4][CH:5]([C:6](=[O:7])[OH:8])[NH2:9].[Cl:48][CH2:49][Cl:50].[OH:41][C:42]([C:43]([F:44])([F:45])[F:46])=[O:47]>>[Br:10][C:11]1=[CH:12][CH2:13][CH:14]([NH:30][C:31]([O:32][CH2:33][c:34]2[cH:35][cH:36][cH:37][cH:38][cH:39]2)=[O:40])[C:15](=[O:29])[NH:16][CH2:17]1. Starting materials: [H][H] (hydrogen), [H][H] (hydrogen), N1CCCCC1 (piperidine), [N+](=O)([O-])C1=C2C(C=3CCCCC3C(C2=CC=C1)=O)=O (5-nitrotetrahydroanthraquinone). Procedure: 1.4 Grams of 5% palladium on carbon catalyst and 52 grams of piperidine were added to a mixture of 154 grams of 5-nitrotetrahydroanthraquinone and 3,000 grams of methyl cellosolve, into which was fed hydrogen at room temperature and under normal pressure for having hydrogen absorbed in the starting 5-nitro compound in an amount of 2 mols per mol of the 5-nitro compound. After completion of the hydrogenation, the catalyst was separated by filtration and air was fed into the resultant filtrate at ... Reaction conditions: time 1 hour. The reagents and catalysts are [Pd] (palladium on carbon). Solvent: COCCO (methyl cellosolve). Isolated yield 85.3%. As a reaction SMILES: N1CCCCC1.[N+:7]([C:10]1[CH:23]=[CH:22][CH:21]=[C:20]2[C:11]=1[C:12](=[O:25])[C:13]1[CH2:14][CH2:15][CH2:16][CH2:17][C:18]=1[C:19]2=[O:24])([O-])=O.[H][H]>[Pd].COCCO>[NH2:7][C:10]1[C:11]2[C:12](=[O:25])[C:13]3[C:18](=[CH:17][CH:16]=[CH:15][CH:14]=3)[C:19](=[O:24])[C:20]=2[CH:21]=[CH:22][CH:23]=1. Yields the product NC1=CC=CC=2C(C3=CC=CC=C3C(C12)=O)=O (1-aminoanthraquinone).